From a dataset of the Open Reaction Database (ORD), a public repository of structured organic reaction records. describe an organic reaction: reactants, conditions, products, and yield Product: CCCCCCCNCCCCCCCCSc1nc(-c2ccccc2)c(-c2ccccc2)[nH]1. Starting materials: [Al+3], CCOC(C)=O, CCOC(C)=O, CO, [H-], [H-], [H-], [H-], [Li+], C1CCOC1, CCCCCCCNC(=O)CCCCCCCSc1nc(-c2ccccc2)c(-c2ccccc2)[nH]1. RXN SMILES: [Al+3:2].[C:50]([O:51][CH2:52][CH3:53])(=[O:54])[CH3:55].[CH3:42][CH2:43][O:44][C:45](=[O:46])[CH3:47].[CH3:48][OH:49].[H-:1].[H-:4].[H-:5].[H-:6].[Li+:3].[O:56]1[CH2:57][CH2:58][CH2:59][CH2:60]1.[c:7]1(-[c:13]2[n:14][c:15]([S:24][CH2:25][CH2:26][CH2:27][CH2:28][CH2:29][CH2:30][CH2:31][C:32](=[O:33])[NH:34][CH2:35][CH2:36][CH2:37][CH2:38][CH2:39][CH2:40][CH3:41])[nH:16][c:17]2-[c:18]2[cH:19][cH:20][cH:21][cH:22][cH:23]2)[cH:8][cH:9][cH:10][cH:11][cH:12]1>>[c:7]1(-[c:13]2[n:14][c:15]([S:24][CH2:25][CH2:26][CH2:27][CH2:28][CH2:29][CH2:30][CH2:31][CH2:32][NH:34][CH2:35][CH2:36][CH2:37][CH2:38][CH2:39][CH2:40][CH3:41])[nH:16][c:17]2-[c:18]2[cH:19][cH:20][cH:21][cH:22][cH:23]2)[cH:8][cH:9][cH:10][cH:11][cH:12]1.